From a dataset of the Open Reaction Database (ORD), a public repository of structured organic reaction records. describe an organic reaction: reactants, conditions, products, and yield The reactants are C(C(C)(C)C)(=O)OCBr (Pivaloyloxymethyl bromide), C(C)S(=O)C=1S[C@H]2N(C1C(=O)[O-])C([C@H]2C(C)(C)O)=O.[Li+] (lithium (5R,6R)-2-ethylsulfinyl-6-(2-hydroxy-2-propyl)-pen-2-em-3-carboxylate). Solvent: CN(C)C=O (DMF), CCOC(=O)C (EtOAc). Conditions: time 4 hour. The product is C(C)S(=O)C=1S[C@H]2N(C1C(=O)OCOC(C(C)(C)C)=O)C([C@H]2C(C)(C)O)=O (Pivaloyloxymethyl (5R,6R)-2-ethylsulfinyl-6-(-2-hydroxy-2-propyl)-pen-2-em-3-carboxylate). Reaction SMILES: [C:1]([O:7][CH2:8]Br)(=[O:6])[C:2]([CH3:5])([CH3:4])[CH3:3].[CH2:10]([S:12]([C:14]1[S:15][C@@H:16]2[C@H:23]([C:24]([OH:27])([CH3:26])[CH3:25])[C:22](=[O:28])[N:17]2[C:18]=1[C:19]([O-:21])=[O:20])=[O:13])[CH3:11].[Li+]>CN(C=O)C.CCOC(C)=O>[CH2:10]([S:12]([C:14]1[S:15][C@@H:16]2[C@H:23]([C:24]([OH:27])([CH3:25])[CH3:26])[C:22](=[O:28])[N:17]2[C:18]=1[C:19]([O:21][CH2:8][O:7][C:1](=[O:6])[C:2]([CH3:5])([CH3:4])[CH3:3])=[O:20])=[O:13])[CH3:11] |f:1.2|. Procedure details: Pivaloyloxymethyl bromide (29.3 mg, 0.15 mmol) is added to a suspension of lithium (5R,6R)-2-ethylsulfinyl-6-(2-hydroxy-2-propyl)-pen-2-em-3-carboxylate (29.5 mg, 0.1 mmol) in anhydrous DMF (0.5 ml). The resulting mixture is stirred under a N2 atmosphere at room temperature for 4 hours. The mixture is diluted with EtOAc, washed repeatedly with water, dried with MgSO4, filtered, and evaporated under vacuum to afford a residue of the title compound. This material is purified by preparative TLC. Starting materials: borane dimethyl, CO (MeOH), N[C@H](C(=O)NC1CCN(CC1)C=1SC=C(N1)C1=CC=2C(CCC(C2C=C1)(C)C)(C)C)[C@@H](C)O ((2S,3R)-2-amino-3-hydroxy-N-{1-[4-(5,5,8,8-tetramethyl-5,6,7,8-tetrahydronaphthalen-2-yl)thiazol-2-yl]piperidin-4-yl}butyramide), B (borane). The solvent is C1CCOC1 (THF), C1CCOC1 (THF). Reaction conditions: temperature 70 celsius, time 2 hour. The product is N[C@@H]([C@@H](C)O)CNC1CCN(CC1)C=1SC=C(N1)C1=CC=2C(CCC(C2C=C1)(C)C)(C)C ((2R,3R)-3-amino-4-{1-[4-(5,5,8,8-tetramethyl-5,6,7,8-tetrahydronaphthalen-2-yl)thiazol-2-yl]piperidin-4-ylamino}butan-2-ol). RXN SMILES: [NH2:1][C@@H:2]([C@H:31]([OH:33])[CH3:32])[C:3]([NH:5][CH:6]1[CH2:11][CH2:10][N:9]([C:12]2[S:13][CH:14]=[C:15]([C:17]3[CH:26]=[CH:25][C:24]4[C:23]([CH3:28])([CH3:27])[CH2:22][CH2:21][C:20]([CH3:30])([CH3:29])[C:19]=4[CH:18]=3)[N:16]=2)[CH2:8][CH2:7]1)=O.B.CO>C1COCC1>[NH2:1][C@H:2]([CH2:3][NH:5][CH:6]1[CH2:7][CH2:8][N:9]([C:12]2[S:13][CH:14]=[C:15]([C:17]3[CH:26]=[CH:25][C:24]4[C:23]([CH3:28])([CH3:27])[CH2:22][CH2:21][C:20]([CH3:29])([CH3:30])[C:19]=4[CH:18]=3)[N:16]=2)[CH2:10][CH2:11]1)[C@H:31]([OH:33])[CH3:32]. Reported procedure: 115 mg (0.18 mmol) of (2S,3R)-2-amino-3-hydroxy-N-{1-[4-(5,5,8,8-tetramethyl-5,6,7,8-tetrahydronaphthalen-2-yl)thiazol-2-yl]piperidin-4-yl}butyramide was dissolved in 3 ml of THF, and 272 μl (0.54 mmol) of 2M borane dimethyl sufide solution in THF were added at 70° C. under nitrogen atmosphere, and the mixture was subsequently stirred at 70° C. for 2 hours. In order to decompose the excess borane, 1 ml of MeOH was added dropwise. The reaction mixture was evaporated, and 1 ml of water and 1 ml of... Procedure details: A mixture of the product of Step (b) (XXXII) (0.005 m), ethyl iodide (0.006 m) and potassium carbonate (2 g) in 20 ml of acetonitrile is heated at reflux for 18 hours. The mixture is then filtered and the filtrate is concentrated. The residue is treated with water and extracted with ethyl acetate. The extracts are dried (Na2SO4) and concentrated to give the title product. RXN SMILES: [CH:1]1([C:4]([N:6]2[CH2:23][CH2:22][C@@:13]34[C:14]5[CH:15]=[C:16]([OH:21])[CH:17]=[CH:18][C:19]=5[CH2:20][C@@H:7]2[C@@H:8]3[CH2:9][CH2:10][O:11][CH2:12]4)=[O:5])[CH2:3][CH2:2]1.[CH2:24](I)[CH3:25].C(=O)([O-])[O-].[K+].[K+]>C(#N)C>[CH:1]1([C:4]([N:6]2[CH2:23][CH2:22][C@@:13]34[C:14]5[CH:15]=[C:16]([O:21][CH2:24][CH3:25])[CH:17]=[CH:18][C:19]=5[CH2:20][C@@H:7]2[C@@H:8]3[CH2:9][CH2:10][O:11][CH2:12]4)=[O:5])[CH2:2][CH2:3]1 |f:2.3.4|. Reactants: C1(CC1)C(=O)N1[C@H]2[C@@H]3CCOC[C@@]3(C=3C=C(C=CC3C2)O)CC1 (17-Cyclopropylcarbonyl-3-hydroxy-6-oxamorphinan), C(C)I (ethyl iodide), C([O-])([O-])=O.[K+].[K+] (potassium carbonate). The product is C1(CC1)C(=O)N1[C@H]2[C@@H]3CCOC[C@@]3(C=3C=C(C=CC3C2)OCC)CC1 (17-Cyclopropylcarbonyl-3-ethoxy-6-oxamorphinan). The solvent is C(C)#N (acetonitrile). The reactants are BrCCCCBr (1,4-dibromobutan), C(C)(C)(C)O[K] (tert-butoxypotassium), BrC=1C=C2CCC(C2=CC1)=O (5-bromo-1-oxoindane). Solvent: C1(=CC=CC=C1)C (toluene). Reaction conditions: temperature 130 celsius. The product is BrC=1C=C2CC3(CCC3)C(C2=CC1)=O (5-bromo-1-oxoindane-2-spiro-1′-cyclobutane). Reaction SMILES: [Br:1][C:2]1[CH:3]=[C:4]2[C:8](=[CH:9][CH:10]=1)[C:7](=[O:11])[CH2:6][CH2:5]2.Br[CH2:13][CH2:14][CH2:15]CBr.C(O[K])(C)(C)C>C1(C)C=CC=CC=1>[Br:1][C:2]1[CH:3]=[C:4]2[C:8](=[CH:9][CH:10]=1)[C:7](=[O:11])[C:6]1([CH2:15][CH2:14][CH2:13]1)[CH2:5]2. Reported procedure: 100 mg of 5-bromo-1-oxoindane was dissolved in 10 ml of toluene, 0.3 ml of 1,4-dibromobutan and 132 mg of tert-butoxypotassium were added, and the mixture was stirred all night by heating at 130° C. under reflux. The reaction solution was cooled down to room temperature, the solvents were distilled outunder reduced pressure and the residues were separated and purified by silicagel chromatography (ethyl acetate/hexane=1/2) to obtain 71 mg of the above compound as a yellow oily matter. Procedure: Prepared analogously to Example 89 from 3-(1-ethoxy-1-phenyl-methylidene)-5-nitro-2-indolinone and 4-(N-(2-dimethylaminoethyl)-N-formyl-amino)-aniline. Product: CN(CCN(C=O)C1=CC=C(C=C1)N\C(\C1=CC=CC=C1)=C\1/C(NC2=CC=C(C=C12)[N+](=O)[O-])=O)C ((Z)-3-{1-[4-(N-(2-dimethylaminoethyl)-N-formyl-amino)-phenylamino]-1-phenyl-methylidene}-5-nitro-2-indolinone). The reactants are C(C)OC(C1=CC=CC=C1)=C1C(NC2=CC=C(C=C12)[N+](=O)[O-])=O (3-(1-ethoxy-1-phenyl-methylidene)-5-nitro-2-indolinone), CN(CCN(C=O)C1=CC=C(N)C=C1)C (4-(N-(2-dimethylaminoethyl)-N-formyl-amino)-aniline). RXN SMILES: C(O[C:4](=[C:11]1[C:19]2[C:14](=[CH:15][CH:16]=[C:17]([N+:20]([O-:22])=[O:21])[CH:18]=2)[NH:13][C:12]1=[O:23])[C:5]1[CH:10]=[CH:9][CH:8]=[CH:7][CH:6]=1)C.[CH3:24][N:25]([CH3:38])[CH2:26][CH2:27][N:28]([C:31]1[CH:37]=[CH:36][C:34]([NH2:35])=[CH:33][CH:32]=1)[CH:29]=[O:30]>>[CH3:24][N:25]([CH3:38])[CH2:26][CH2:27][N:28]([C:31]1[CH:32]=[CH:33][C:34]([NH:35]/[C:4](=[C:11]2\[C:12](=[O:23])[NH:13][C:14]3[C:19]\2=[CH:18][C:17]([N+:20]([O-:22])=[O:21])=[CH:16][CH:15]=3)/[C:5]2[CH:6]=[CH:7][CH:8]=[CH:9][CH:10]=2)=[CH:36][CH:37]=1)[CH:29]=[O:30].